Dataset: the Open Reaction Database (ORD), a public repository of structured organic reaction records. Task: describe an organic reaction: reactants, conditions, products, and yield Starting materials: C[O-].[Na+] (Sodium methylate), C(C)(=O)O.CN([C@H](CS)CC1=CC=CC=C1)C ((S)-2-dimethylamino-3-phenylpropanethiol acetate). Solvent: CO (methanol). Yields the product CN([C@H](CS)CC1=CC=CC=C1)C ((S)-2-Dimethylamino-3-phenylpropanethiol). Yield: 15.7%. As a reaction SMILES: C[O-].[Na+].C(O)(=O)C.[CH3:8][N:9]([CH3:20])[C@@H:10]([CH2:13][C:14]1[CH:19]=[CH:18][CH:17]=[CH:16][CH:15]=1)[CH2:11][SH:12]>CO>[CH3:20][N:9]([CH3:8])[C@@H:10]([CH2:13][C:14]1[CH:19]=[CH:18][CH:17]=[CH:16][CH:15]=1)[CH2:11][SH:12] |f:0.1,2.3|. Procedure details: Sodium methylate (0.2 g) is added under an atmosphere of nitrogen to (S)-2-dimethylamino-3-phenylpropanethiol acetate (crude; 20 g) dissolved in methanol (50 cc), and the mixture is heated under reflux for 2 hours. The mixture is then concentrated to dryness under reduced pressure (2.7 kPa) at 30° C. to give a liquid which is purified by distillation. (S)-2-Dimethylamino-3-phenylpropanethiol (2.4 g) is obtained in the form of a colourless liquid [b.p. (14 Pa)=95° C.], which is used as it is in t... Starting materials: (RS)-2-[3-(3-Methylphenyl)uriedo]-3-methoxycarbonylpropionic acid, CC=1C=C(C=CC1)N=C=O (3-methylphenyl isocyanate), NC(C(=O)O)CC(=O)OC ((RS)-2-amino-3-methoxycarbonylpropionic acid), C([O-])(O)=O.[Na+] (sodium bicarbonate). The solvent is O (water). Conditions: time 16 hour. Product: CC=1C=C(C=CC1)NC(NC(C(=O)O)CC(=O)OC)=O ((RS)-2-[3-(3-methylphenyl)ureido]-3-methoxycarbonylpropionic acid). The yield is 85.7%. RXN SMILES: [CH3:1][C:2]1[CH:3]=[C:4]([N:8]=[C:9]=[O:10])[CH:5]=[CH:6][CH:7]=1.[NH2:11][CH:12]([CH2:16][C:17]([O:19][CH3:20])=[O:18])[C:13]([OH:15])=[O:14].C(=O)(O)[O-].[Na+]>O>[CH3:1][C:2]1[CH:3]=[C:4]([NH:8][C:9](=[O:10])[NH:11][CH:12]([CH2:16][C:17]([O:19][CH3:20])=[O:18])[C:13]([OH:15])=[O:14])[CH:5]=[CH:6][CH:7]=1 |f:2.3|. Procedure: (RS)-2-[3-(3-Methylphenyl)uriedo]-3-methoxycarbonylpropionic acid may be prepared in the following manner: 3-methylphenyl isocyanate (13.3 g) is added in the course of 30 minutes at 17° C. to a solution of (RS)-2-amino-3-methoxycarbonylpropionic acid (16.1 g) and sodium bicarbonate (8.4 g) in water (160 cc). The reaction medium is stirred for a further 16 hours and the insoluble matter is then filtered off. The liltrate is taken to pH 1 with 4N hydrochloric acid and extracted with ethyl acetate ...